This data is from the Open Reaction Database (ORD), a public repository of structured organic reaction records. The task is: describe an organic reaction: reactants, conditions, products, and yield The reactants are BrC1=CC=C(C=C1)N(C(C(F)(F)F)=O)CCO[Si](C)(C)C(C)(C)C (N-(4-bromo-phenyl)-N-[2-(tert-butyl-dimethyl-silanyloxy)-ethyl]-2,2,2-trifluoro-acetamide), NC1=NC=C(C(=N1)N)CC=1C=C(C(=C(C1)OS(=O)(=O)CC(C)C)I)OCC (2-methyl-propane-1-sulphonic acid 5-(2,4-diamino-pyrimidin-5-ylmethyl)-3-ethoxy-2-iodo-phenyl ester). Yields the product NC1=NC=C(C(=N1)N)CC1=CC(=C(C(=C1)OCC)C1=CC=C(C=C1)NCCO)OS(=O)(=O)CC(C)C (2-Methyl-propane-1-sulphonic acid 4-(2,4-diamino-pyrimidin-5-ylmethyl)-6-ethoxy-4′-(2-hydroxy-ethylamino)-biphenyl-2-yl ester). The yield is 68.1%. Reaction SMILES: Br[C:2]1[CH:7]=[CH:6][C:5]([N:8]([CH2:15][CH2:16][O:17][Si](C(C)(C)C)(C)C)C(=O)C(F)(F)F)=[CH:4][CH:3]=1.[NH2:25][C:26]1[N:31]=[C:30]([NH2:32])[C:29]([CH2:33][C:34]2[CH:35]=[C:36]([O:49][CH2:50][CH3:51])[C:37](I)=[C:38]([O:40][S:41]([CH2:44][CH:45]([CH3:47])[CH3:46])(=[O:43])=[O:42])[CH:39]=2)=[CH:28][N:27]=1>>[NH2:25][C:26]1[N:31]=[C:30]([NH2:32])[C:29]([CH2:33][C:34]2[CH:35]=[C:36]([O:49][CH2:50][CH3:51])[C:37]([C:2]3[CH:3]=[CH:4][C:5]([NH:8][CH2:15][CH2:16][OH:17])=[CH:6][CH:7]=3)=[C:38]([O:40][S:41]([CH2:44][CH:45]([CH3:46])[CH3:47])(=[O:43])=[O:42])[CH:39]=2)=[CH:28][N:27]=1. Procedure: Starting from 397 mg (0.93 mmol) N-(4-bromo-phenyl)-N-[2-(tert-butyl-dimethyl-silanyloxy)-ethyl]-2,2,2-trifluoro-acetamide and 220 mg (0.47 mmol) 2-methyl-propane-1-sulphonic acid 5-(2,4-diamino-pyrimidin-5-ylmethyl)-3-ethoxy-2-iodo-phenyl ester, 165 mg of the title compound are obtained as a pale beige foam after splitting off of the tert-butyl-dimethylsilanyl protective group under acid conditions (HCl/MeOH). Reactants: N1C(CCCC1)NC (piperidin-2-yl-methylamine), Cl.C(C)N=C=NCCCN(C)C (1-Ethyl-(3-dimethylaminopropyl) carbodiimide hydrochloride), C(=O)C1=C(C(=C(N1)C)C(=O)O)C (5-formyl-2,4-dimethyl-1H-pyrrole-3-formic acid), ON1N=NC2=C1C=CC=C2 (1-hydroxybenzotriazole), saturated salt. Solvent: CN(C)C=O (DMF), C(C)N(CC)CC (triethylamine), O (water), O (water). Run at temperature 0 celsius. The product is N1C(CCCC1)CNC(=O)C1=C(NC(=C1C)C=O)C (N-[(piperidin-2-yl)methyl]-5-formyl-2,4-dimethyl-1H-pyrrole-3-formamide). Yield: 44.8%. Reaction SMILES: Cl.C(N=C=NCCCN(C)C)C.[CH:13]([C:15]1[NH:19][C:18]([CH3:20])=[C:17]([C:21]([OH:23])=O)[C:16]=1[CH3:24])=[O:14].O[N:26]1[C:30]2[CH:31]=[CH:32][CH:33]=[CH:34][C:29]=2[N:28]=N1.N1CCCCC1NC>O.CN(C=O)C.C(N(CC)CC)C>[NH:28]1[CH2:29][CH2:34][CH2:33][CH2:32][CH:31]1[CH2:30][NH:26][C:21]([C:17]1[C:16]([CH3:24])=[C:15]([CH:13]=[O:14])[NH:19][C:18]=1[CH3:20])=[O:23] |f:0.1|. Reported procedure: 1-Ethyl-(3-dimethylaminopropyl) carbodiimide hydrochloride (268.1 g, 1.4 mol), triethylamine (280.0 mL), 5-formyl-2,4-dimethyl-1H-pyrrole-3-formic acid (167.0 g, 1.0 mol) and 1-hydroxybenzotriazole (189.2 g, 1.4 mol) were sequentially added to DMF (500 mL) with stirring at about 0° C. and stirred for 1.5 hrs, then piperidin-2-yl-methylamine (1.2 mol) was added. The reaction was stirred at room temperature until completion was indicated by thin layer chromatography (TLC). 120 mL of water and 100 ... The reactants are O=c1[nH]cnc2cc(OCCCN3CCOCC3)ccc12, CN(C)C=O, O=S(Cl)Cl. Yields the product Clc1ncnc2cc(OCCCN3CCOCC3)ccc12. As a reaction SMILES: [O:1]1[CH2:2][CH2:3][N:4]([CH2:7][CH2:8][CH2:9][O:10][c:11]2[cH:12][cH:13][c:14]3[c:15](=[O:21])[nH:16][cH:17][n:18][c:19]3[cH:20]2)[CH2:5][CH2:6]1.[O:26]=[CH:27][N:28]([CH3:29])[CH3:30].[S:22]([Cl:23])([Cl:24])=[O:25]>>[O:1]1[CH2:2][CH2:3][N:4]([CH2:7][CH2:8][CH2:9][O:10][c:11]2[cH:12][cH:13][c:14]3[c:15]([Cl:24])[n:16][cH:17][n:18][c:19]3[cH:20]2)[CH2:5][CH2:6]1. Reactants: Cc1cc(CCCCCCCOc2ccc(C#N)cc2)on1, CCO, [Na+], [OH-], OO, O=S(=O)(O)O. Yields the product Cc1cc(CCCCCCCOc2ccc(C(N)=O)cc2)on1. As a reaction SMILES: [C:1](#[N:2])[c:3]1[cH:4][cH:5][c:6]([O:7][CH2:8][CH2:9][CH2:10][CH2:11][CH2:12][CH2:13][CH2:14][c:15]2[cH:16][c:17]([CH3:20])[n:18][o:19]2)[cH:21][cH:22]1.[CH3:32][CH2:33][OH:34].[Na+:26].[OH-:25].[OH:23][OH:24].[S:27]([OH:28])(=[O:29])(=[O:30])[OH:31]>>[C:1]([NH2:2])([c:3]1[cH:4][cH:5][c:6]([O:7][CH2:8][CH2:9][CH2:10][CH2:11][CH2:12][CH2:13][CH2:14][c:15]2[cH:16][c:17]([CH3:20])[n:18][o:19]2)[cH:21][cH:22]1)=[O:28]. The reactants are Brc1ccc(I)cc1, Cc1ccccc1, [Na+], [Na+], O=C([O-])[O-], OB(O)c1ccc2ccccc2c1, c1ccc(P(c2ccccc2)(c2ccccc2)[Pd](P(c2ccccc2)(c2ccccc2)c2ccccc2)(P(c2ccccc2)(c2ccccc2)c2ccccc2)P(c2ccccc2)(c2ccccc2)c2ccccc2)cc1. Yields the product Brc1ccc(-c2ccc3ccccc3c2)cc1. As a reaction SMILES: [Br:14][c:15]1[cH:16][cH:17][c:18]([I:21])[cH:19][cH:20]1.[CH3:105][c:106]1[cH:107][cH:108][cH:109][cH:110][cH:111]1.[Na+:22].[Na+:23].[O-:24][C:25](=[O:26])[O-:27].[cH:1]1[c:2]([B:11]([OH:12])[OH:13])[cH:3][cH:4][c:5]2[cH:6][cH:7][cH:8][cH:9][c:10]12.[cH:28]1[cH:29][cH:30][c:31]([P:32]([Pd:33]([P:34]([c:35]2[cH:36][cH:37][cH:38][cH:39][cH:40]2)([c:41]2[cH:42][cH:43][cH:44][cH:45][cH:46]2)[c:47]2[cH:48][cH:49][cH:50][cH:51][cH:52]2)([P:53]([c:54]2[cH:55][cH:56][cH:57][cH:58][cH:59]2)([c:60]2[cH:61][cH:62][cH:63][cH:64][cH:65]2)[c:66]2[cH:67][cH:68][cH:69][cH:70][cH:71]2)[P:72]([c:73]2[cH:74][cH:75][cH:76][cH:77][cH:78]2)([c:79]2[cH:80][cH:81][cH:82][cH:83][cH:84]2)[c:85]2[cH:86][cH:87][cH:88][cH:89][cH:90]2)([c:91]2[cH:92][cH:93][cH:94][cH:95][cH:96]2)[c:97]2[cH:98][cH:99][cH:100][cH:101][cH:102]2)[cH:103][cH:104]1>>[cH:1]1[c:2](-[c:18]2[cH:17][cH:16][c:15]([Br:14])[cH:20][cH:19]2)[cH:3][cH:4][c:5]2[cH:6][cH:7][cH:8][cH:9][c:10]12.